This data is from the Open Reaction Database (ORD), a public repository of structured organic reaction records. The task is: describe an organic reaction: reactants, conditions, products, and yield The reactants are COc1ccc(CN(Cc2ccc(OC)cc2)c2ncc(-c3nc(N4CCOCC4)nc4c3CCN4)cn2)cc1, COc1ccc(CN(Cc2ccc(OC)cc2)c2ncc(-c3nc(N4CCOCC4)nc4c3CCN4C(=O)NCc3cccc(C(=O)N4CCN(C)CC4)c3)cn2)cc1, CN1CCN(C(=O)c2cccc(CN)c2)CC1. Yields the product CN1CCN(C(=O)c2cccc(CNC(=O)N3CCc4c(-c5cnc(N)nc5)nc(N5CCOCC5)nc43)c2)CC1. Reaction SMILES: [CH3:1][O:2][c:3]1[cH:4][cH:5][c:6]([CH2:7][N:8]([CH2:9][c:10]2[cH:11][cH:12][c:13]([O:14][CH3:15])[cH:16][cH:17]2)[c:18]2[n:19][cH:20][c:21](-[c:22]3[c:23]4[c:27]([n:28][c:29]([N:30]5[CH2:31][CH2:32][O:33][CH2:34][CH2:35]5)[n:36]3)[NH:26][CH2:25][CH2:24]4)[cH:37][n:38]2)[cH:39][cH:40]1.[CH3:58][N:59]1[CH2:60][CH2:61][N:62]([C:65](=[O:66])[c:67]2[cH:68][c:69]([CH2:70][NH:71][C:72](=[O:73])[N:74]3[CH2:75][CH2:76][c:77]4[c:78]3[n:79][c:80]([N:108]3[CH2:109][CH2:110][O:111][CH2:112][CH2:113]3)[n:81][c:82]4-[c:83]3[cH:84][n:85][c:86]([N:89]([CH2:90][c:91]4[cH:92][cH:93][c:94]([O:95][CH3:96])[cH:97][cH:98]4)[CH2:99][c:100]4[cH:101][cH:102][c:103]([O:104][CH3:105])[cH:106][cH:107]4)[n:87][cH:88]3)[cH:114][cH:115][cH:116]2)[CH2:63][CH2:64]1.[NH2:41][CH2:42][c:43]1[cH:44][c:45]([C:46]([N:47]2[CH2:48][CH2:49][N:50]([CH3:51])[CH2:52][CH2:53]2)=[O:54])[cH:55][cH:56][cH:57]1>>[CH3:58][N:59]1[CH2:60][CH2:61][N:62]([C:65](=[O:66])[c:67]2[cH:68][c:69]([CH2:70][NH:71][C:72](=[O:73])[N:74]3[CH2:75][CH2:76][c:77]4[c:78]3[n:79][c:80]([N:108]3[CH2:109][CH2:110][O:111][CH2:112][CH2:113]3)[n:81][c:82]4-[c:83]3[cH:84][n:85][c:86]([NH2:89])[n:87][cH:88]3)[cH:114][cH:115][cH:116]2)[CH2:63][CH2:64]1. Reactants: CC1(C)OC(c2ccncc2)=C(Br)C1=O, O=C([O-])[O-], CC1(C)OB(c2ccc(OCc3ccccc3)cc2)OC1(C)C, Cc1ccccc1, [Cs+], [Cs+], O. Yields the product CC1(C)OC(c2ccncc2)=C(c2ccc(OCc3ccccc3)cc2)C1=O. Reaction SMILES: [Br:1][C:2]1=[C:6]([c:7]2[cH:8][cH:9][n:10][cH:11][cH:12]2)[O:5][C:4]([CH3:13])([CH3:14])[C:3]1=[O:15].[C:39](=[O:40])([O-:41])[O-:42].[CH2:16]([c:17]1[cH:18][cH:19][cH:20][cH:21][cH:22]1)[O:23][c:24]1[cH:25][cH:26][c:27]([B:30]2[O:31][C:32]([CH3:33])([CH3:34])[C:35]([CH3:36])([CH3:37])[O:38]2)[cH:28][cH:29]1.[CH3:45][c:46]1[cH:47][cH:48][cH:49][cH:50][cH:51]1.[Cs+:43].[Cs+:44].[OH2:52]>>[C:2]1([c:27]2[cH:26][cH:25][c:24]([O:23][CH2:16][c:17]3[cH:18][cH:19][cH:20][cH:21][cH:22]3)[cH:29][cH:28]2)=[C:6]([c:7]2[cH:8][cH:9][n:10][cH:11][cH:12]2)[O:5][C:4]([CH3:13])([CH3:14])[C:3]1=[O:15].